describe an organic reaction: reactants, conditions, products, and yield From a dataset of the Open Reaction Database (ORD), a public repository of structured organic reaction records. Starting materials: [BH3-]C#N, CC(=O)O, CC(C)=O, Cn1ccnc1Sc1ccc(Nc2c(C#N)cnc3cc(-c4ccc(CN5CCNCC5)cc4)ccc23)cc1Cl, [Na+]. The product is CC(C)N1CCN(Cc2ccc(-c3ccc4c(Nc5ccc(Sc6nccn6C)c(Cl)c5)c(C#N)cnc4c3)cc2)CC1. As a reaction SMILES: [C:41]([BH3-:42])#[N:43].[CH3:45][C:46](=[O:47])[OH:48].[CH3:49][C:50](=[O:51])[CH3:52].[Cl:1][c:2]1[cH:3][c:4]([NH:15][c:16]2[c:17]([C:39]#[N:40])[cH:18][n:19][c:20]3[cH:21][c:22](-[c:26]4[cH:27][cH:28][c:29]([CH2:32][N:33]5[CH2:34][CH2:35][NH:36][CH2:37][CH2:38]5)[cH:30][cH:31]4)[cH:23][cH:24][c:25]23)[cH:5][cH:6][c:7]1[S:8][c:9]1[n:10]([CH3:14])[cH:11][cH:12][n:13]1.[Na+:44]>>[Cl:1][c:2]1[cH:3][c:4]([NH:15][c:16]2[c:17]([C:39]#[N:40])[cH:18][n:19][c:20]3[cH:21][c:22](-[c:26]4[cH:27][cH:28][c:29]([CH2:32][N:33]5[CH2:34][CH2:35][N:36]([CH:46]([CH3:41])[CH3:45])[CH2:37][CH2:38]5)[cH:30][cH:31]4)[cH:23][cH:24][c:25]23)[cH:5][cH:6][c:7]1[S:8][c:9]1[n:10]([CH3:14])[cH:11][cH:12][n:13]1.